Dataset: the Open Reaction Database (ORD), a public repository of structured organic reaction records. Task: describe an organic reaction: reactants, conditions, products, and yield Reactants: FC1=CC=C(C=C1)C1(CCCCC1)CCC(=O)Cl (3-(1-(4-fluorophenyl)cyclohexyl)propanoyl chloride), C(=C)C=1C=C2CCC\C(\C2=CC1)=N/O ((E)-6-vinyl-3,4-dihydronaphthalen-1(2H)-one oxime), C(=C)C=1C=C2CCC\C(\C2=CC1)=N/O ((E)-6-vinyl-3,4-dihydronaphthalen-1(2H)-one oxime). The reagents and catalysts are CN(C1=CC=NC=C1)C (4-(dimethylamino)pyridine). Run in ClC1=C(C=CC=C1)Cl (1,2-dichlorobenzene). Yields the product FC1=CC=C(C=C1)C1(CCCCC1)CCC=1OC2=C(N1)C1=CC=C(C=C1CC2)C=C (2-(2-(1-(4-fluorophenyl)cyclohexyl)ethyl)-7-vinyl-4,5-dihydronaphtho[1,2-d]oxazole). Isolated yield 14.7%. As a reaction SMILES: [F:1][C:2]1[CH:7]=[CH:6][C:5]([C:8]2([CH2:14][CH2:15][C:16](Cl)=[O:17])[CH2:13][CH2:12][CH2:11][CH2:10][CH2:9]2)=[CH:4][CH:3]=1.[CH:19]([C:21]1[CH:22]=[C:23]2[C:28](=[CH:29][CH:30]=1)/[C:27](=[N:31]/O)/[CH2:26][CH2:25][CH2:24]2)=[CH2:20]>ClC1C=CC=CC=1Cl.CN(C)C1C=CN=CC=1>[F:1][C:2]1[CH:7]=[CH:6][C:5]([C:8]2([CH2:14][CH2:15][C:16]3[O:17][C:26]4[CH2:25][CH2:24][C:23]5[C:28](=[CH:29][CH:30]=[C:21]([CH:19]=[CH2:20])[CH:22]=5)[C:27]=4[N:31]=3)[CH2:13][CH2:12][CH2:11][CH2:10][CH2:9]2)=[CH:4][CH:3]=1. Procedure details: To a solution of 3-(1-(4-fluorophenyl)cyclohexyl)propanoyl chloride (Preparation 42B, 215 mg, 0.799 mmol) and 6-vinyl-3,4-dihydronaphthalen-1(2H)-one oxime (Intermediate 1, 224 mg, 1.199 mmol) in 1,2-dichlorobenzene (2 mL) was added 4-(dimethylamino)pyridine (6.15 mg, 0.050 mmol), and the mixture was microwaved at 180° C. for 10 mins. The mixture of was purified by Combiflash (silica gel, 24 g) eluting with 5:95 followed by 2:8 ethyl acetate-hexane to give the desired 2-(2-(1-(4-fluorophenyl)cyc... RXN SMILES: [Br:7][CH2:8][c:9]1[cH:10][c:11]([N+:19](=[O:20])[O-:21])[cH:12][c:13]([C:15]([F:16])([F:17])[F:18])[cH:14]1.[Cl:22][CH2:23][Cl:24].[OH:1][CH:2]1[CH2:3][NH:4][CH2:5][CH2:6]1>>[OH:1][CH:2]1[CH2:3][N:4]([CH2:8][c:9]2[cH:10][c:11]([N+:19](=[O:20])[O-:21])[cH:12][c:13]([C:15]([F:16])([F:17])[F:18])[cH:14]2)[CH2:5][CH2:6]1. The reactants are O=[N+]([O-])c1cc(CBr)cc(C(F)(F)F)c1, ClCCl, OC1CCNC1. Yields the product O=[N+]([O-])c1cc(CN2CCC(O)C2)cc(C(F)(F)F)c1.